From a dataset of the Open Reaction Database (ORD), a public repository of structured organic reaction records. describe an organic reaction: reactants, conditions, products, and yield Reactants: C1CCOC1, CCc1ccccc1C=CC(=O)O. The product is CCc1ccccc1CCC(=O)O. As a reaction SMILES: [CH2:14]1[O:15][CH2:16][CH2:17][CH2:18]1.[CH2:1]([CH3:2])[c:3]1[c:4]([CH:9]=[CH:10][C:11](=[O:12])[OH:13])[cH:5][cH:6][cH:7][cH:8]1>>[CH2:1]([CH3:2])[c:3]1[c:4]([CH2:9][CH2:10][C:11](=[O:12])[OH:13])[cH:5][cH:6][cH:7][cH:8]1. The reactants are O=P(Cl)(Cl)Cl (POCl3), C(C)(C)(C)OC(N(C)[C@@H](C)C(N[C@H]1CNC2=C(N(C1=O)CC1=C(C=CC3=CC=CC=C13)C)C=CC(=C2)C#N)=O)=O ({(S)-1-[(S)-7-cyano-1-(2-methyl-naphthalen-1-ylmethyl)-2-oxo-2,3,4,5-tetrahydro-1H-benzo[b][1,4]diazepin-3-ylcarbamoyl]-ethyl}-methyl-carbamic acid tert-butyl ester), C(C)(C)(C)OC(N(C)[C@@H](C)C(N[C@H]1CNC2=C(N(C1=O)CC1=C(C=CC3=CC=CC=C13)C)C=CC(=C2)C#N)=O)=O ({(S)-1-[(S)-7-cyano-1-(2-methyl-naphthalen-1-ylmethyl)-2-oxo-2,3,4,5-tetrahydro-1H-benzo[b][1,4]diazepin-3-ylcarbamoyl]-ethyl}-methyl-carbamic acid tert-butyl ester), C(C1=CC=C(C(=O)O)C=C1)(=O)O (terephthalic acid). Solvent: N1=CC=CC=C1 (pyridine). Reaction conditions: temperature 0 celsius, time 1 hour. Product: C(C)(C)(C)OC(=O)N([C@H](C(=O)N[C@H]1CN(C2=C(N(C1=O)CC1=C(C=CC3=CC=CC=C13)C)C=CC(=C2)C#N)C(=O)C2=CC=C(C(=O)N1C[C@@H](C(N(C3=C1C=C(C=C3)C#N)CC3=C(C=CC1=CC=CC=C31)C)=O)NC([C@H](C)N(C(OC(C)(C)C)=O)C)=O)C=C2)C)C (tert-butyl N-[(1S)-2-[[(3S)-5-[4-[(3S)-3-[[(2S)-2-[tert-butoxycarbonyl(methyl)amino]propanoyl]amino]-7-cyano-1-[(2-methyl-1-naphthyl)methyl]-2-oxo-3,4-dihydro-1,5-benzodiazepine-5-carbonyl]benzoyl]-7-cyano-1-[(2-methyl-1-naphthyl)methyl]-2-oxo-3,4-dihydro-1,5-benzodiazepin-3-yl]amino]-1-methyl-2-oxo-ethyl]-N-methyl-carbamate). The yield is 5.0%. As a reaction SMILES: [C:1]([O:5][C:6](=[O:40])[N:7]([C@H:9]([C:11](=[O:39])[NH:12][C@@H:13]1[C:19](=[O:20])[N:18]([CH2:21][C:22]2[C:31]3[C:26](=[CH:27][CH:28]=[CH:29][CH:30]=3)[CH:25]=[CH:24][C:23]=2[CH3:32])[C:17]2[CH:33]=[CH:34][C:35]([C:37]#[N:38])=[CH:36][C:16]=2[NH:15][CH2:14]1)[CH3:10])[CH3:8])([CH3:4])([CH3:3])[CH3:2].[C:41]([OH:52])(=O)[C:42]1[CH:50]=[CH:49][C:45]([C:46]([OH:48])=O)=[CH:44][CH:43]=1.O=P(Cl)(Cl)Cl>N1C=CC=CC=1>[C:1]([O:5][C:6]([N:7]([CH3:8])[C@@H:9]([CH3:10])[C:11]([NH:12][C@@H:13]1[C:19](=[O:20])[N:18]([CH2:21][C:22]2[C:31]3[C:26](=[CH:27][CH:28]=[CH:29][CH:30]=3)[CH:25]=[CH:24][C:23]=2[CH3:32])[C:17]2[CH:33]=[CH:34][C:35]([C:37]#[N:38])=[CH:36][C:16]=2[N:15]([C:46]([C:45]2[CH:44]=[CH:43][C:42]([C:41]([N:15]3[C:16]4[CH:36]=[C:35]([C:37]#[N:38])[CH:34]=[CH:33][C:17]=4[N:18]([CH2:21][C:22]4[C:31]5[C:26](=[CH:27][CH:28]=[CH:29][CH:30]=5)[CH:25]=[CH:24][C:23]=4[CH3:32])[C:19](=[O:20])[C@@H:13]([NH:12][C:11](=[O:39])[C@@H:9]([N:7]([CH3:8])[C:6](=[O:40])[O:5][C:1]([CH3:2])([CH3:4])[CH3:3])[CH3:10])[CH2:14]3)=[O:52])=[CH:50][CH:49]=2)=[O:48])[CH2:14]1)=[O:39])=[O:40])([CH3:2])([CH3:3])[CH3:4]. Reported procedure: To a solution of {(S)-1-[(S)-7-cyano-1-(2-methyl-naphthalen-1-ylmethyl)-2-oxo-2,3,4,5-tetrahydro-1H-benzo[b][1,4]diazepin-3-ylcarbamoyl]-ethyl}-methyl-carbamic acid tert-butyl ester (Intermediate 16) (90 mg, 0.166 mmol) in pyridine (1 mL) was added terephthalic acid (13.808 mg, 0.083 mmol). After 10 min the mixture was cooled to 0° C., POCl3 (0.017 mL, 0.183 mmol) was added and the cooling bath was removed. After 1 h, the mixture was concentrated, the residue was dissolved in ethyl acetate and t... Starting materials: N(=[N+]=[N-])CC=1CS[C@H]2N(C1C(=O)OCOC(C(C)(C)C)=O)C(C2NC(C(=NOC(C)(OC)C)C=2N=C(SC2)NC(C2=CC=CC=C2)(C2=CC=CC=C2)C2=CC=CC=C2)=O)=O (pivaloyloxymethyl 3-azidomethyl-7-[2-(2-tritylamino-4-thiazolyl)-2-(1-methyl-1-methoxy-ethoxyimino)-acetamido]-ceph-3-eme-4-carboxylate). Solvent: C(=O)O (formic acid), C(=O)O (formic acid). Run at time 12 minute. Product: N(=[N+]=[N-])CC=1CS[C@H]2N(C1C(=O)OCOC(C(C)(C)C)=O)C(C2NC(C(=NO)C=2N=C(SC2)N)=O)=O (pivaloyloxymethyl 3-azidomethyl-7-[2-(2-amino-4-thiazolyl)-2-hydroxyimino-acetamido]-ceph-3-eme-4-carboxylate). The yield is 44.4%. Reaction SMILES: [N:1]([CH2:4][C:5]1[CH2:6][S:7][C@@H:8]2[CH:23]([NH:24][C:25](=[O:59])[C:26]([C:34]3[N:35]=[C:36]([NH:39]C(C4C=CC=CC=4)(C4C=CC=CC=4)C4C=CC=CC=4)[S:37][CH:38]=3)=[N:27][O:28]C(C)(OC)C)[C:22](=[O:60])[N:9]2[C:10]=1[C:11]([O:13][CH2:14][O:15][C:16](=[O:21])[C:17]([CH3:20])([CH3:19])[CH3:18])=[O:12])=[N+:2]=[N-:3]>C(O)=O>[N:1]([CH2:4][C:5]1[CH2:6][S:7][C@@H:8]2[CH:23]([NH:24][C:25](=[O:59])[C:26]([C:34]3[N:35]=[C:36]([NH2:39])[S:37][CH:38]=3)=[N:27][OH:28])[C:22](=[O:60])[N:9]2[C:10]=1[C:11]([O:13][CH2:14][O:15][C:16](=[O:21])[C:17]([CH3:20])([CH3:19])[CH3:18])=[O:12])=[N+:2]=[N-:3]. Reported procedure: A mixture of 753 mg of the product of Step B, 0.75 ml of 98% formic acid and 9.25 ml of 50% aqueous formic acid was stirred at 55°-60° C. for 12 minutes and the mixture was evaporated to dryness at a temperature not above 30° C. The residue was taken up in 5 ml of water and the mixture was vacuum filtered. The product was washed with water and then with isopropyl ether and dried. The 481 mg of product was chromatographed over silica gel and was eluted with a 1-1 acetone-methylene chloride mixtur...